Dataset: the Open Reaction Database (ORD), a public repository of structured organic reaction records. Task: describe an organic reaction: reactants, conditions, products, and yield The product is C1(CCCCC1)C(O)(C1=NC=CC=C1)C1=CC(=CC=2NC(=NC21)OCC)C=2C(=NOC2C)C (cyclohexyl(6-(3,5-dimethylisoxazol-4-yl)-2-ethoxy-1H-benzo[d]imidazol-4-yl)(pyridin-2-yl)methanol). Reported procedure: (6-(3,5-dimethylisoxazol-4-yl)-2-ethoxy-1H-benzo[d]imidazol-4-yl)(pyridin-2-yl)methanone (50 mg, 0.14 mmol) was dissolved in dry THF (1.4 mL) and cooled to 0° C. Cyclohexylmagnesium chloride (2.0 M, 0.21 mL, 0.41 mmol) was added dropwise and the reaction was allowed to stir for 10 mins and then quenched with water. Reaction was extracted three times with EtOAc and combined organic layers were washed once with water, concentrated, and purified by reverse-phase HPLC to give cyclohexyl(6-(3,5-dimet... The reactants are CC1=NOC(=C1C=1C=C(C2=C(NC(=N2)OCC)C1)C(=O)C1=NC=CC=C1)C ((6-(3,5-dimethylisoxazol-4-yl)-2-ethoxy-1H-benzo[d]imidazol-4-yl)(pyridin-2-yl)methanone), C1(CCCCC1)[Mg]Cl (Cyclohexylmagnesium chloride). Conditions: temperature 0 celsius, time 10 minute. The solvent is C1CCOC1 (THF). RXN SMILES: [CH3:1][C:2]1[C:6]([C:7]2[CH:8]=[C:9]([C:19]([C:21]3[CH:26]=[CH:25][CH:24]=[CH:23][N:22]=3)=[O:20])[C:10]3[N:14]=[C:13]([O:15][CH2:16][CH3:17])[NH:12][C:11]=3[CH:18]=2)=[C:5]([CH3:27])[O:4][N:3]=1.[CH:28]1([Mg]Cl)[CH2:33][CH2:32][CH2:31][CH2:30][CH2:29]1>C1COCC1>[CH:28]1([C:19]([C:9]2[C:10]3[N:14]=[C:13]([O:15][CH2:16][CH3:17])[NH:12][C:11]=3[CH:18]=[C:7]([C:6]3[C:2]([CH3:1])=[N:3][O:4][C:5]=3[CH3:27])[CH:8]=2)([C:21]2[CH:26]=[CH:25][CH:24]=[CH:23][N:22]=2)[OH:20])[CH2:33][CH2:32][CH2:31][CH2:30][CH2:29]1. The reactants are NC1=NC(=CC=C1NCC(=O)OCC)Cl (ethyl 2-(2-amino-6-chloropyridin-3-ylamino)acetate), [H-].[Na+] (sodium hydride), Cl (HCl). The solvent is O1CCOCC1 (1,4-dioxane). The product is ClC=1C=CC2=C(NC(CN2)=O)N1 (6-chloro-1,2-dihydropyrido[2,3-b]pyrazin-3(4H)-one). The yield is 68.1%. RXN SMILES: [NH2:1][C:2]1[C:7]([NH:8][CH2:9][C:10](OCC)=[O:11])=[CH:6][CH:5]=[C:4]([Cl:15])[N:3]=1.[H-].[Na+].Cl>O1CCOCC1>[Cl:15][C:4]1[CH:5]=[CH:6][C:7]2[NH:8][CH2:9][C:10](=[O:11])[NH:1][C:2]=2[N:3]=1 |f:1.2|. Reported procedure: To a solution of ethyl 2-(2-amino-6-chloropyridin-3-ylamino)acetate (E-25) (4.58 g, 20 mmol, 1.0 eq) in dry 1,4-dioxane (50 mL) was added sodium hydride (60% in mineral oil, 240 mg, 6 mmol, 0.3 eq), the resulting mixture was stirred at reflux for 2 h then cooled to RT and neutralized with con. HCl to adjust the pH value to 8˜9, concentrated in vacuo to remove most of solvent and then filtered, the filter cake was washed with water and ethyl acetate/petroleum ether (1:1) and dried to afford the d... Starting materials: C([O-])(O)=O.[Na+] (sodium bicarbonate), C1=CC=CC=2NCC3=CC=CC=C3C12 (5,6-dihydro-phenanthridine), C([O-])([O-])=O.[K+].[K+] (potassium carbonate), OC1CC2C(N(CCCCC=CC3CC3(NC(C2C1)=O)C(=O)NS(=O)(=O)C1CC1)C)=O (Cyclopropanesulfonic acid (17-hydroxy-13-methyl-2,14-dioxo-3,13-diaza-tricyclo[13.3.0.0*4,6*]octadec-7-ene-4-carbonyl)-amide), C(=O)(Cl)Cl (phosgene), C(N)([O-])=O (carbamate). The solvent is C(Cl)Cl (DCM), CO (methanol), ClCCCl (DCE), C1(=CC=CC=C1)C (toluene), C(Cl)Cl (DCM), ClCCCl (DCE). Conditions: time 3 hour. The product is C1(CC1)S(=O)(=O)NC(=O)C12NC(C3CC(CC3C(N(CCCCC=CC2C1)C)=O)OC(=O)N1C=2C=CC=CC2C2=CC=CC=C2C1)=O (6H-Phenanthridine-5-carboxylic acid 4-cyclopropanesulfonylaminocarbonyl-13-methyl-2,14-dioxo-3,13-diaza-tricyclo[13.3.0.04,6]octadec-7-en-17-yl ester). As a reaction SMILES: [OH:1][CH:2]1[CH2:19][CH:18]2[CH:4]([C:5](=[O:31])[N:6]([CH3:30])[CH2:7][CH2:8][CH2:9][CH2:10][CH:11]=[CH:12][CH:13]3[C:15]([C:21]([NH:23][S:24]([CH:27]4[CH2:29][CH2:28]4)(=[O:26])=[O:25])=[O:22])([NH:16][C:17]2=[O:20])[CH2:14]3)[CH2:3]1.[C:32](=[O:35])(O)[O-].[Na+].C(Cl)(Cl)=O.[CH:41]1[C:54]2[C:53]3[C:48](=[CH:49][CH:50]=[CH:51][CH:52]=3)[CH2:47][NH:46][C:45]=2[CH:44]=[CH:43][CH:42]=1.C(=O)([O-])[O-].[K+].[K+].C(=O)([O-])N>ClCCCl.C1(C)C=CC=CC=1.C(Cl)Cl.CO>[CH:27]1([S:24]([NH:23][C:21]([C:15]23[CH2:14][CH:13]2[CH:12]=[CH:11][CH2:10][CH2:9][CH2:8][CH2:7][N:6]([CH3:30])[C:5](=[O:31])[CH:4]2[CH:18]([CH2:19][CH:2]([O:1][C:32]([N:46]4[CH2:47][C:48]5[C:53](=[CH:52][CH:51]=[CH:50][CH:49]=5)[C:54]5[CH:41]=[CH:42][CH:43]=[CH:44][C:45]4=5)=[O:35])[CH2:3]2)[C:17](=[O:20])[NH:16]3)=[O:22])(=[O:26])=[O:25])[CH2:28][CH2:29]1 |f:1.2,5.6.7|. Procedure: The alcohol 1h (15 mg) was dissolved in dry DCE and 20 mg of sodium bicarbonate was added, followed by 2 ml of a phosgene solution in toluene (20%). The reaction mixture was stirred at room temperature for 3 h and then concentrated by rotary evaporation and dried from excess of phosgene in high vacuum (1.5 h). The dry reaction mixture was transferred into a “microwave” vial (2-5 ml), mixed with dry DCE (3 ml), 5,6-dihydro-phenanthridine (1k) (2 eq), potassium carbonate (9 mg, 1.5 eq), pulverized... Reactants: COc1ccc2[nH]c3c(C)cc4c(c3c2c1)C(=O)N(CCNC(C)=O)C4=O, CCO, Cl. Yields the product Cl, COc1ccc2[nH]c3c(C)cc4c(c3c2c1)C(=O)N(CCN)C4=O. Reaction SMILES: [C:2](=[O:3])([CH3:4])[NH:5][CH2:6][CH2:7][N:8]1[C:9](=[O:10])[c:11]2[cH:12][c:13]([CH3:28])[c:14]3[nH:15][c:16]4[cH:17][cH:18][c:19]([O:26][CH3:27])[cH:20][c:21]4[c:22]3[c:23]2[C:24]1=[O:25].[CH3:29][CH2:30][OH:31].[ClH:1]>>[ClH:1].[NH2:5][CH2:6][CH2:7][N:8]1[C:9](=[O:10])[c:11]2[cH:12][c:13]([CH3:28])[c:14]3[nH:15][c:16]4[cH:17][cH:18][c:19]([O:26][CH3:27])[cH:20][c:21]4[c:22]3[c:23]2[C:24]1=[O:25]. The reactants are COc1cc(C)ccc1C(C)(C)CC(O)(C=O)C(F)(F)C(F)(F)F, [Cl-], [Cl-], [Cl-], [Cl-], ClCCl, Nc1cccc2c(=O)[nH]ncc12, [Ti+4]. Yields the product COc1cc(C)cc2c1C(C)(C)CC(O)(C(F)(F)C(F)(F)F)C2Nc1cccc2c(=O)[nH]ncc12. RXN SMILES: [CH3:1][O:2][c:3]1[c:4]([C:10]([CH2:11][C:12]([CH:13]=[O:14])([C:15]([C:16]([F:17])([F:18])[F:19])([F:20])[F:21])[OH:22])([CH3:23])[CH3:24])[cH:5][cH:6][c:7]([CH3:9])[cH:8]1.[Cl-:40].[Cl-:41].[Cl-:42].[Cl-:43].[Cl:37][CH2:38][Cl:39].[NH2:25][c:26]1[c:27]2[cH:28][n:29][nH:30][c:31](=[O:36])[c:32]2[cH:33][cH:34][cH:35]1.[Ti+4:44]>>[CH3:1][O:2][c:3]1[c:4]2[c:5]([cH:6][c:7]([CH3:9])[cH:8]1)[CH:13]([NH:25][c:26]1[c:27]3[cH:28][n:29][nH:30][c:31](=[O:36])[c:32]3[cH:33][cH:34][cH:35]1)[C:12]([C:15]([C:16]([F:17])([F:18])[F:19])([F:20])[F:21])([OH:22])[CH2:11][C:10]2([CH3:23])[CH3:24]. Starting materials: O=C(Cl)C(c1ccccc1F)c1ccccc1F, NC1CCN(CCc2ccc(F)cc2)C1. The product is O=C(NC1CCN(CCc2ccc(F)cc2)C1)C(c1ccccc1F)c1ccccc1F. RXN SMILES: [F:1][c:2]1[c:3]([CH:8]([C:9](=[O:10])[Cl:11])[c:12]2[c:13]([F:18])[cH:14][cH:15][cH:16][cH:17]2)[cH:4][cH:5][cH:6][cH:7]1.[NH2:19][CH:20]1[CH2:21][N:22]([CH2:25][CH2:26][c:27]2[cH:28][cH:29][c:30]([F:33])[cH:31][cH:32]2)[CH2:23][CH2:24]1>>[F:1][c:2]1[c:3]([CH:8]([C:9](=[O:10])[NH:19][CH:20]2[CH2:21][N:22]([CH2:25][CH2:26][c:27]3[cH:28][cH:29][c:30]([F:33])[cH:31][cH:32]3)[CH2:23][CH2:24]2)[c:12]2[c:13]([F:18])[cH:14][cH:15][cH:16][cH:17]2)[cH:4][cH:5][cH:6][cH:7]1. The reactants are CC(C)c1ccc(OCC(=O)N2CCCC(c3cccc(OC(C)(C)C(=O)OCc4ccccc4)c3)C2)cc1, CO. Yields the product CC(C)c1ccc(OCC(=O)N2CCCC(c3cccc(OC(C)(C)C(=O)O)c3)C2)cc1. RXN SMILES: [CH2:1]([c:2]1[cH:3][cH:4][cH:5][cH:6][cH:7]1)[O:8][C:9]([C:10]([CH3:11])([CH3:12])[O:13][c:14]1[cH:15][c:16]([CH:20]2[CH2:21][N:22]([C:26]([CH2:27][O:28][c:29]3[cH:30][cH:31][c:32]([CH:35]([CH3:36])[CH3:37])[cH:33][cH:34]3)=[O:38])[CH2:23][CH2:24][CH2:25]2)[cH:17][cH:18][cH:19]1)=[O:39].[CH3:40][OH:41]>>[O:8]=[C:9]([C:10]([CH3:11])([CH3:12])[O:13][c:14]1[cH:15][c:16]([CH:20]2[CH2:21][N:22]([C:26]([CH2:27][O:28][c:29]3[cH:30][cH:31][c:32]([CH:35]([CH3:36])[CH3:37])[cH:33][cH:34]3)=[O:38])[CH2:23][CH2:24][CH2:25]2)[cH:17][cH:18][cH:19]1)[OH:39]. Reactants: CC1=NC(=CC=C1)C#CC=C1CCNCC1 (2-Methyl-6-(3-piperidin-4-ylideneprop-1-ynyl)pyridine), C1(=CC=CC=C1)NC(=O)C=1OC(=CC1)Br (N-phenyl-5-bromofuran-2-carboxamide). Solvent: O (water). The product is CC1=CC=CC(=N1)C#CC=C1CCN(CC1)C1=CC=C(O1)C(=O)NC1=CC=CC=C1 (5-{4-[3-(6-Methylpyridin-2-yl)prop-2-ynylidene]piperidin-1-yl}-N-phenyl-2-furamide). Yield: 19.3%. RXN SMILES: [CH3:1][C:2]1[CH:7]=[CH:6][CH:5]=[C:4]([C:8]#[C:9][CH:10]=[C:11]2[CH2:16][CH2:15][NH:14][CH2:13][CH2:12]2)[N:3]=1.[C:17]1([NH:23][C:24]([C:26]2[O:27][C:28](Br)=[CH:29][CH:30]=2)=[O:25])[CH:22]=[CH:21][CH:20]=[CH:19][CH:18]=1>O>[CH3:1][C:2]1[N:3]=[C:4]([C:8]#[C:9][CH:10]=[C:11]2[CH2:12][CH2:13][N:14]([C:28]3[O:27][C:26]([C:24]([NH:23][C:17]4[CH:22]=[CH:21][CH:20]=[CH:19][CH:18]=4)=[O:25])=[CH:30][CH:29]=3)[CH2:15][CH2:16]2)[CH:5]=[CH:6][CH:7]=1. Reported procedure: A well homogenised mixture of the Compound of Example 3 (100 mg, 0.47 mmol) and N-phenyl-5-bromofuran-2-carboxamide (125 mg, 0.47 mmol) was stirred at 120° C. for 8 h. The reaction mixture was poured into water and extracted with EtOAc. The combined organic layers were washed with brine, dried on Na2SO4 and evaporated to dryness in vacuo to afford a residue, which was purified by flash chromatography eluting with Petroleum Ether-EtOAc 7:3, affording the title product (36 mg) as a brown solid. The reactants are C(C)(=O)C=1C=C2C(C=CN(C2=CC1O)CC1=CC=CC=C1)=O (6-acetyl-7-hydroxy-1-phenylmethyl-4(1H)-quinolinone), C([O-])([O-])=O.[K+].[K+] (potassium carbon- ate), BrCC=C (3-bromopropene), O (water). The solvent is CN(C=O)C (dimethylformamide). Conditions: time 1 hour. The product is N1C(C=CC2=CC=CC=C12)=O (quino- lone). Yield: 198.7%. Reaction SMILES: C([C:4]1[CH:5]=[C:6]2[C:11](=[CH:12][C:13]=1O)[N:10](CC1C=CC=CC=1)[CH:9]=[CH:8][C:7]2=O)(=O)C.C(=O)([O-])[O-:24].[K+].[K+].BrCC=C.O>CN(C)C=O>[NH:10]1[C:11]2[C:6](=[CH:5][CH:4]=[CH:13][CH:12]=2)[CH:7]=[CH:8][C:9]1=[O:24] |f:1.2.3|. Procedure: A mixture of 6-acetyl-7-hydroxy-1-phenylmethyl-4(1H)-quinolinone (6.3 g, 21.5 mmol), anhydrous potassium carbon- ate (2.97 g, 21.5 mmol) and 3-bromopropene (2.86 g, 2.36 mmol) was stirred at room temperature in dry dimethylformamide (100 ml) for 18 hours. The mixture was poured into a large excess of water and was stirred rapidly for 1 hour. The solid produced was filtered off and washed well with water. The yellow solid was dried to give the required quino- lone as a yellow powder 6.2 g (87%) m... The reactants are N[C@H]1C[C@H]([C@@H](C1)NC(=O)C1=C(NC2=C1N=CN=C2C2=C(C=CC(=C2)C(F)F)OCC2CC2)C)C (N-[(1R*,2R*,4S*)-4-amino-2-methylcyclopentyl]-4-[2-(cyclopropylmethoxy)-5-(difluoromethyl)phenyl]-6-methyl-5H-pyrrolo[3,2-d]pyrimidine-7-carboxamide), C(C)(=O)Cl (acetyl chloride). Product: C(C)(=O)N[C@H]1C[C@H]([C@@H](C1)NC(=O)C1=C(NC2=C1N=CN=C2C2=C(C=CC(=C2)C(F)F)OCC2CC2)C)C (N-[(1R*,2R*,4S*)-4-(acetylamino)-2-methylcyclopentyl]-4-[2-(cyclopropylmethoxy)-5-(difluoromethyl)phenyl]-6-methyl-5H-pyrrolo[3,2-d]pyrimidine-7-carboxamide). Reaction SMILES: [NH2:1][C@@H:2]1[CH2:6][C@@H:5]([NH:7][C:8]([C:10]2[C:14]3[N:15]=[CH:16][N:17]=[C:18]([C:19]4[CH:24]=[C:23]([CH:25]([F:27])[F:26])[CH:22]=[CH:21][C:20]=4[O:28][CH2:29][CH:30]4[CH2:32][CH2:31]4)[C:13]=3[NH:12][C:11]=2[CH3:33])=[O:9])[C@H:4]([CH3:34])[CH2:3]1.[C:35](Cl)(=[O:37])[CH3:36]>>[C:35]([NH:1][C@@H:2]1[CH2:6][C@@H:5]([NH:7][C:8]([C:10]2[C:14]3[N:15]=[CH:16][N:17]=[C:18]([C:19]4[CH:24]=[C:23]([CH:25]([F:27])[F:26])[CH:22]=[CH:21][C:20]=4[O:28][CH2:29][CH:30]4[CH2:32][CH2:31]4)[C:13]=3[NH:12][C:11]=2[CH3:33])=[O:9])[C@H:4]([CH3:34])[CH2:3]1)(=[O:37])[CH3:36]. Procedure details: Starting from N-[(1R*,2R*,4S*)-4-amino-2-methylcyclopentyl]-4-[2-(cyclopropylmethoxy)-5-(difluoromethyl)phenyl]-6-methyl-5H-pyrrolo[3,2-d]pyrimidine-7-carboxamide (example D.f69) and commercially available acetyl chloride the title compound is obtained as colorless solid.